Dataset: the Open Reaction Database (ORD), a public repository of structured organic reaction records. Task: describe an organic reaction: reactants, conditions, products, and yield Reactants: C(C)OC(=O)C=1C=NC2=C(C=CC=C2C1Cl)OC (4-Chloro-8-methoxy-quinoline-3-carboxylic acid ethyl ester), C(C)(C)N (isopropylamine). The product is C(C)OC(=O)C=1C=NC2=C(C=CC=C2C1NC(C)C)OC (4-isopropylamino-8-methoxy-quinoline-3-carboxylic acid ethyl ester). The yield is 88.8%. Reaction SMILES: [CH2:1]([O:3][C:4]([C:6]1[CH:7]=[N:8][C:9]2[C:14]([C:15]=1Cl)=[CH:13][CH:12]=[CH:11][C:10]=2[O:17][CH3:18])=[O:5])[CH3:2].[CH:19]([NH2:22])([CH3:21])[CH3:20]>>[CH2:1]([O:3][C:4]([C:6]1[CH:7]=[N:8][C:9]2[C:14]([C:15]=1[NH:22][CH:19]([CH3:21])[CH3:20])=[CH:13][CH:12]=[CH:11][C:10]=2[O:17][CH3:18])=[O:5])[CH3:2]. Reported procedure: 4-Chloro-8-methoxy-quinoline-3-carboxylic acid ethyl ester (267 mg, 1.0 mmol) was treated with isopropylamine (1.5 mmol) following general procedure B to afford 4-isopropylamino-8-methoxy-quinoline-3-carboxylic acid ethyl ester (256 mg). 3-Ethyl-1-isopropyl-7-methoxy-1H-pyrimido[5,4-c]quinoline-2,4-dione (14 mg) was prepared from 4-isopropylamino-8-methoxy-quinoline-3-carboxylic acid ethyl ester (0.10 mmol) and ethyl isocyanate (0.4 mmol) following general procedure C. LCMS: m/z 314 [M+1]+. Starting materials: [OH-].[Na+] (NaOH), COC(\C=C\C=1C=C2C(CC3(CCN(CC3)CC3=CNC4=CC=CC=C34)OC2=CC1)=O)=O ((E)-3-{1′-(1H-indol-3-ylmethyl)-4-oxo-spiro[chromane-2,4′-piperidine]-6-yl}-acrylic acid methyl ester), Cl (HCl). Run in O1CCOCC1 (dioxane), O (water). Reaction conditions: time 10 hour. The product is N1C=C(C2=CC=CC=C12)CN1CCC2(CC1)OC1=CC=C(C=C1C(C2)=O)/C=C/C(=O)O ((E)-3-{1′-(1H-indol-3-ylmethyl)-4-oxo-spiro[chromane-2,4′-piperidine]-6-yl}-acrylic acid). Reaction SMILES: [OH-].[Na+].C[O:4][C:5](=[O:34])/[CH:6]=[CH:7]/[C:8]1[CH:9]=[C:10]2[C:30](=[CH:31][CH:32]=1)[O:29][C:13]1([CH2:18][CH2:17][N:16]([CH2:19][C:20]3[C:28]4[C:23](=[CH:24][CH:25]=[CH:26][CH:27]=4)[NH:22][CH:21]=3)[CH2:15][CH2:14]1)[CH2:12][C:11]2=[O:33].Cl>O1CCOCC1.O>[NH:22]1[C:23]2[C:28](=[CH:27][CH:26]=[CH:25][CH:24]=2)[C:20]([CH2:19][N:16]2[CH2:17][CH2:18][C:13]3([CH2:12][C:11](=[O:33])[C:10]4[C:30](=[CH:31][CH:32]=[C:8](/[CH:7]=[CH:6]/[C:5]([OH:34])=[O:4])[CH:9]=4)[O:29]3)[CH2:14][CH2:15]2)=[CH:21]1 |f:0.1|. Procedure: 4 M NaOH (0.081 ml, 0.325 mmol) was added to a solution of (E)-3-{1′-(1H-indol-3-ylmethyl)-4-oxo-spiro[chromane-2,4′-piperidine]-6-yl}-acrylic acid methyl ester (140 mg, 0.325 mmol) in dioxane (2 ml) and water (1 ml) and the mixture was stirred at RT for 10 h. The pH was brought to 4 with 2 M HCl and the solvent was removed under vacuum to give (E)-3-{1′-(1H-indol-3-ylmethyl)-4-oxo-spiro[chromane-2,4′-piperidine]-6-yl}-acrylic acid. The crude compound (135 mg) was dissolved in THF (12 ml). TEA (... Starting materials: O=C([O-])[O-], Cc1ccc(S(=O)(=O)OCC2Cc3cc(Cl)cc(OS(=O)(=O)C(F)(F)F)c3O2)cc1, [K+], [K+], OB(O)c1ccsc1. The product is Cc1ccc(S(=O)(=O)OCC2Cc3cc(Cl)cc(-c4ccsc4)c3O2)cc1. As a reaction SMILES: [C:39](=[O:40])([O-:41])[O-:42].[CH3:1][c:2]1[cH:3][cH:4][c:5]([S:8](=[O:9])(=[O:10])[O:11][CH2:12][CH:13]2[O:14][c:15]3[c:16]([cH:18][c:19]([Cl:30])[cH:20][c:21]3[O:22][S:23]([C:24]([F:25])([F:26])[F:27])(=[O:28])=[O:29])[CH2:17]2)[cH:6][cH:7]1.[K+:43].[K+:44].[s:31]1[cH:32][c:33]([B:36]([OH:37])[OH:38])[cH:34][cH:35]1>>[CH3:1][c:2]1[cH:3][cH:4][c:5]([S:8](=[O:9])(=[O:10])[O:11][CH2:12][CH:13]2[O:14][c:15]3[c:16]([cH:18][c:19]([Cl:30])[cH:20][c:21]3-[c:33]3[cH:32][s:31][cH:35][cH:34]3)[CH2:17]2)[cH:6][cH:7]1. As a reaction SMILES: [CH:1]1([CH2:7][CH2:8][C:9]([C:11]2[CH:16]=[CH:15][C:14]([O:17][CH3:18])=[CH:13][CH:12]=2)=[O:10])[CH2:6][CH2:5][CH2:4][CH2:3][CH2:2]1.[Br-:19]>[Al+3].[Cl-].[Cl-].[Cl-]>[Br:19][CH:8]([CH2:7][CH:1]1[CH2:6][CH2:5][CH2:4][CH2:3][CH2:2]1)[C:9]([C:11]1[CH:16]=[CH:15][C:14]([O:17][CH3:18])=[CH:13][CH:12]=1)=[O:10] |f:2.3.4.5|. The product is BrC(C(=O)C1=CC=C(C=C1)OC)CC1CCCCC1 (2-bromo-3-cyclohexyl-1-(4-methoxy-phenyl)-propan-1-one). Reported procedure: A procedure similar to step 3 of Example 1 was used. 3-cyclohexyl-1-(4-methoxy-phenyl)-propan-1-one prepared in the step 2 and bromide were used as starting materials, and anhydrous AlCl3 was used as catalyst, a colorless oily product was obtained in a yield of 96.6%. 1H-NMR (CDCl3, 400 MHz) δ: 0.85˜1.30 (5H, m), 1.45˜1.85 (6H, m), 2.04 (2H, t, J=8.08 Hz, CH2CHBr), 3.89 (3H, s, OCH3), 5.24 (1H, t, J=7.48 Hz, CHBr), 6.96 (2H, d, J=9.16 Hz, ArH), 8.02 (2H, d, J=8.68 Hz, ArH); ESI-MS m/e (%): 346.9... The reactants are C1(CCCCC1)CCC(=O)C1=CC=C(C=C1)OC (3-cyclohexyl-1-(4-methoxy-phenyl)-propan-1-one), [Br-] (bromide). Reagents/catalysts: [Al+3].[Cl-].[Cl-].[Cl-] (AlCl3). Isolated yield 96.6%. The reactants are C1CO1, CCCCCCCCO, CCCCCCC1CC(C)(CCCCCC)NC2CCCCC12. The product is CCCCCCC1CC(C)(CCCCCC)N(CCO)C2CCCCC12. RXN SMILES: [CH2:24]1[CH2:25][O:26]1.[CH2:27]([OH:28])[CH2:29][CH2:30][CH2:31][CH2:32][CH2:33][CH2:34][CH3:35].[CH3:1][C:2]1([CH2:18][CH2:19][CH2:20][CH2:21][CH2:22][CH3:23])[NH:3][CH:4]2[CH2:5][CH2:6][CH2:7][CH2:8][CH:9]2[CH:10]([CH2:12][CH2:13][CH2:14][CH2:15][CH2:16][CH3:17])[CH2:11]1>>[CH3:1][C:2]1([CH2:18][CH2:19][CH2:20][CH2:21][CH2:22][CH3:23])[N:3]([CH2:24][CH2:25][OH:26])[CH:4]2[CH2:5][CH2:6][CH2:7][CH2:8][CH:9]2[CH:10]([CH2:12][CH2:13][CH2:14][CH2:15][CH2:16][CH3:17])[CH2:11]1. Reactants: C(C)(C)(C)OC(=O)N1CCC2=C(N(N=C2CC1)C1=CC=CC=C1)OS(=O)(=O)C(F)(F)F (2-phenyl-3-trifluoromethanesulfonyloxy-4,5,7,8-tetrahydro-2H-1,2,6-triaza-azulene-6-carboxylic acid tert-butyl ester), ClC=1C=C(C=CC1)B(O)O (3-chlorophenylboronic acid). Product: ClC=1C=C(C=CC1)C=1N(N=C2CCNCCC12)C1=CC=CC=C1 (3-(3-Chloro-phenyl)-2-phenyl-2,4,5,6,7,8-hexahydro-1,2,6-triaza-azulene). The yield is 27.8%. As a reaction SMILES: C(OC([N:8]1[CH2:17][CH2:16][C:15]2[C:11](=[C:12](OS(C(F)(F)F)(=O)=O)[N:13]([C:18]3[CH:23]=[CH:22][CH:21]=[CH:20][CH:19]=3)[N:14]=2)[CH2:10][CH2:9]1)=O)(C)(C)C.[Cl:32][C:33]1[CH:34]=[C:35](B(O)O)[CH:36]=[CH:37][CH:38]=1>>[Cl:32][C:33]1[CH:38]=[C:37]([C:12]2[N:13]([C:18]3[CH:19]=[CH:20][CH:21]=[CH:22][CH:23]=3)[N:14]=[C:15]3[C:11]=2[CH2:10][CH2:9][NH:8][CH2:17][CH2:16]3)[CH:36]=[CH:35][CH:34]=1. Procedure details: The title compound (37.5 mg) was prepared from 192.3 mg of 2-phenyl-3-trifluoromethanesulfonyloxy-4,5,7,8-tetrahydro-2H-1,2,6-triaza-azulene-6-carboxylic acid tert-butyl ester (Example 176, Step B) and 84.7 mg of 3-chlorophenylboronic acid as in Example 199. MS (ESI): exact mass calculated for C19H18ClN3, 323.12. found, m/z 324.1 [M+H]+. 1H NMR (500 MHz, CDCl3): 7.32-7.16 (m, 8H), 7.01-6.98 (m, 1H), 3.12-3.08 (m, 2H), 3.05-3.02 (m, 2H), 3.01-2.98 (m, 2H), 2.69-2.66 (m, 2H). The reactants are CC(O)CBr, CC(CBr)OC1CCCCO1, CN(C)C=O, [H-], Nc1cccc(CO)c1, [Na+], O=C1NC(=O)c2ccccc21, C1CCOC1. Product: CC(O)COCc1cccc(N)c1. Reaction SMILES: [Br:21][CH2:22][CH:23]([CH3:24])[OH:25].[Br:26][CH2:27][CH:28]([CH3:29])[O:30][CH:31]1[CH2:32][CH2:33][CH2:34][CH2:35][O:36]1.[CH3:44][N:45]([CH3:46])[CH:47]=[O:48].[H-:37].[NH2:1][c:2]1[cH:3][c:4]([CH2:5][OH:6])[cH:7][cH:8][cH:9]1.[Na+:38].[O:10]=[C:11]1[c:12]2[c:13]([cH:14][cH:15][cH:16][cH:17]2)[C:18](=[O:19])[NH:20]1.[O:39]1[CH2:40][CH2:41][CH2:42][CH2:43]1>>[NH2:1][c:2]1[cH:3][c:4]([CH2:5][O:6][CH2:22][CH:23]([CH3:24])[OH:25])[cH:7][cH:8][cH:9]1. The reactants are OC1=C(C=C(C(=O)OCC)C=C1)OC (ethyl 4-hydroxy-3-methoxybenzoate), C([O-])([O-])=O.[K+].[K+] (potassium carbonate), CN(C=O)C (N,N-dimethylformamide), ClCC=1N=C(OC1C)C1=CC=CC=C1 (4-chloromethyl-5-methyl-2-phenyl-1,3-oxazole). Run in O (Water). Yields the product COC=1C=C(C(=O)OCC)C=CC1OCC=1N=C(OC1C)C1=CC=CC=C1 (ethyl 3-methoxy-4-[(5-methyl-2-phenyl-1,3-oxazol-4-yl)methoxy]benzoate). RXN SMILES: [OH:1][C:2]1[CH:12]=[CH:11][C:5]([C:6]([O:8][CH2:9][CH3:10])=[O:7])=[CH:4][C:3]=1[O:13][CH3:14].C(=O)([O-])[O-].[K+].[K+].CN(C)C=O.Cl[CH2:27][C:28]1[N:29]=[C:30]([C:34]2[CH:39]=[CH:38][CH:37]=[CH:36][CH:35]=2)[O:31][C:32]=1[CH3:33]>O>[CH3:14][O:13][C:3]1[CH:4]=[C:5]([CH:11]=[CH:12][C:2]=1[O:1][CH2:27][C:28]1[N:29]=[C:30]([C:34]2[CH:39]=[CH:38][CH:37]=[CH:36][CH:35]=2)[O:31][C:32]=1[CH3:33])[C:6]([O:8][CH2:9][CH3:10])=[O:7] |f:1.2.3|. Reported procedure: To a mixture of ethyl 4-hydroxy-3-methoxybenzoate (15.00 g), potassium carbonate (11.63 g) and N,N-dimethylformamide (2.00 mL) was added 4-chloromethyl-5-methyl-2-phenyl-1,3-oxazole (17.45 g) with stirring, and the mixture was stirred overnight at 80° C. Water was poured into the reaction mixture and extracted with ethyl acetate. The ethyl acetate layer was washed successively with distilled water and saturated brine, dried over anhydrous magnesium sulfate and concentrated. The residue was subje... Starting materials: Cc1ccc(Oc2ccc(C)cc2C(=O)O)cc1, [Na+], C1CCOC1, [OH-], c1ccccc1. Product: Cc1ccc(Oc2ccc(C)cc2CO)cc1. As a reaction SMILES: [CH3:1][c:2]1[cH:3][cH:4][c:5]([O:6][c:7]2[c:8]([C:9](=[O:10])[OH:11])[cH:12][c:13]([CH3:16])[cH:14][cH:15]2)[cH:17][cH:18]1.[Na+:25].[O:19]1[CH2:20][CH2:21][CH2:22][CH2:23]1.[OH-:24].[cH:26]1[cH:27][cH:28][cH:29][cH:30][cH:31]1>>[CH3:1][c:2]1[cH:3][cH:4][c:5]([O:6][c:7]2[c:8]([CH2:9][OH:10])[cH:12][c:13]([CH3:16])[cH:14][cH:15]2)[cH:17][cH:18]1. Reactants: C(C)(C)(C)OC(=O)[C@H]1CC[C@@H](S1)CCl (trans-5-tert-butoxycarbonyl-2-chloromethyltetrahydrothiophene), [C-]#N.[Na+] (sodium cyanide), C(CC(O)(C(=O)O)CC(=O)O)(=O)O (citric acid). Solvent: CN(C=O)C (dimethylformamide). Reaction conditions: time 5 hour. Product: C(C)(C)(C)OC(=O)[C@H]1CC[C@@H](S1)CC#N (trans-5-tert-butoxycarbonyl-2-cyanomethyltetrahydrothiophene). Reaction SMILES: [C:1]([O:5][C:6]([C@@H:8]1[S:12][C@@H:11]([CH2:13]Cl)[CH2:10][CH2:9]1)=[O:7])([CH3:4])([CH3:3])[CH3:2].[C-:15]#[N:16].[Na+].C(O)(=O)CC(CC(O)=O)(C(O)=O)O>CN(C)C=O>[C:1]([O:5][C:6]([C@@H:8]1[S:12][C@@H:11]([CH2:13][C:15]#[N:16])[CH2:10][CH2:9]1)=[O:7])([CH3:4])([CH3:3])[CH3:2] |f:1.2|. Procedure details: To a stirred solution of trans-5-tert-butoxycarbonyl-2-chloromethyltetrahydrothiophene (3.5 g) in dimethylformamide (15 ml), sodium cyanide (1.5 g) is added and the mixture was stirred for 5 hours at 60°-70° C. 5% aqueous citric acid solution is added to the mixture and extracted with ethyl acetate - benzene (1:1). The organic layer is washed with water and saturated aqueous sodium chloride solution, dried over anhydrous sodium sulfate and concentrated in vacuo. The oily residue is purified by a...